Task: describe an organic reaction: reactants, conditions, products, and yield. Dataset: the Open Reaction Database (ORD), a public repository of structured organic reaction records Starting materials: N#C[Na], O=CCc1ccc(OCc2ccccc2)cc1, CC(=O)O, CO, CCOC(C)=O, [H-], CC(C)(C)OC(=O)NCc1cccc(C(O)c2cc(Cl)ccc2N)c1. Product: CC(C)(C)OC(=O)NCc1cccc(C(O)c2cc(Cl)ccc2NCCc2ccc(OCc3ccccc3)cc2)c1. Reaction SMILES: [C:23]([Na:24])#[N:25].[CH2:1]([c:2]1[cH:3][cH:4][cH:5][cH:6][cH:7]1)[O:8][c:9]1[cH:10][cH:11][c:12]([CH2:15][CH:16]=[O:17])[cH:13][cH:14]1.[CH3:18][C:19](=[O:20])[OH:21].[CH3:51][OH:52].[CH3:53][CH2:54][O:55][C:56](=[O:57])[CH3:58].[H-:22].[NH2:26][c:27]1[c:28]([CH:29]([c:30]2[cH:31][c:32]([CH2:36][NH:37][C:38](=[O:39])[O:40][C:41]([CH3:42])([CH3:43])[CH3:44])[cH:33][cH:34][cH:35]2)[OH:45])[cH:46][c:47]([Cl:50])[cH:48][cH:49]1>>[CH2:1]([c:2]1[cH:3][cH:4][cH:5][cH:6][cH:7]1)[O:8][c:9]1[cH:10][cH:11][c:12]([CH2:15][CH2:16][NH:26][c:27]2[c:28]([CH:29]([c:30]3[cH:31][c:32]([CH2:36][NH:37][C:38](=[O:39])[O:40][C:41]([CH3:42])([CH3:43])[CH3:44])[cH:33][cH:34][cH:35]3)[OH:45])[cH:46][c:47]([Cl:50])[cH:48][cH:49]2)[cH:13][cH:14]1. The reactants are O=C([O-])[O-], CCC(C)=O, O=c1[nH]nc(CCl)[nH]1, [K+], [K+], NS(=O)(=O)c1cc(Nc2ncc(F)c(Nc3ccc(O)cc3)n2)ccc1F. The product is NS(=O)(=O)c1cc(Nc2ncc(F)c(Nc3ccc(OCc4n[nH]c(=O)[nH]4)cc3)n2)ccc1F. As a reaction SMILES: [C:36](=[O:37])([O-:38])[O-:39].[CH3:42][C:43](=[O:44])[CH2:45][CH3:46].[Cl:1][CH2:2][c:3]1[nH:4][c:5](=[O:8])[nH:6][n:7]1.[K+:40].[K+:41].[NH2:9][S:10](=[O:11])(=[O:12])[c:13]1[cH:14][c:15]([NH:20][c:21]2[n:22][cH:23][c:24]([F:35])[c:25]([NH:27][c:28]3[cH:29][cH:30][c:31]([OH:34])[cH:32][cH:33]3)[n:26]2)[cH:16][cH:17][c:18]1[F:19]>>[CH2:2]([c:3]1[nH:4][c:5](=[O:8])[nH:6][n:7]1)[O:34][c:31]1[cH:30][cH:29][c:28]([NH:27][c:25]2[c:24]([F:35])[cH:23][n:22][c:21]([NH:20][c:15]3[cH:14][c:13]([S:10]([NH2:9])(=[O:11])=[O:12])[c:18]([F:19])[cH:17][cH:16]3)[n:26]2)[cH:33][cH:32]1. The reactants are C(C)(C)(C)ON=C1C=C(OC2=CC(=CC=C12)C#CC1=CC=CC=C1)C=1N=CC2=CC=CC=C2C1 (2-isoquinolin-3-yl-7-phenylethynyl-chromen-4-one O-tert-butyl oxime), [H][H] (hydrogen). The reagents and catalysts are [Pd].CC(=O)[O-].CC(=O)[O-].[Pb+2] (Lindlar's catalyst). Run in O1CCCC1 (tetrahydrofuran), CO (methanol). The product is C(C)(C)(C)ON=C1C=C(OC2=CC(=CC=C12)CCC1=CC=CC=C1)C=1N=CC2=CC=CC=C2C1 (2-isoquinolin-3-yl-7-phenethyl-chromen-4-one O-tert-butyl oxime). The yield is 60.0%. As a reaction SMILES: [C:1]([O:5][N:6]=[C:7]1[C:16]2[C:11](=[CH:12][C:13]([C:17]#[C:18][C:19]3[CH:24]=[CH:23][CH:22]=[CH:21][CH:20]=3)=[CH:14][CH:15]=2)[O:10][C:9]([C:25]2[N:26]=[CH:27][C:28]3[C:33]([CH:34]=2)=[CH:32][CH:31]=[CH:30][CH:29]=3)=[CH:8]1)([CH3:4])([CH3:3])[CH3:2].[H][H]>[Pd].CC([O-])=O.CC([O-])=O.[Pb+2].O1CCCC1.CO>[C:1]([O:5][N:6]=[C:7]1[C:16]2[C:11](=[CH:12][C:13]([CH2:17][CH2:18][C:19]3[CH:24]=[CH:23][CH:22]=[CH:21][CH:20]=3)=[CH:14][CH:15]=2)[O:10][C:9]([C:25]2[N:26]=[CH:27][C:28]3[C:33]([CH:34]=2)=[CH:32][CH:31]=[CH:30][CH:29]=3)=[CH:8]1)([CH3:4])([CH3:2])[CH3:3] |f:2.3.4.5|. Procedure details: A solution of 2-isoquinolin-3-yl-7-phenylethynyl-chromen-4-one O-tert-butyl oxime (60 mg, 0.13 mmol) (prepared using the procedure described in example 20 starting from example 2B) and Lindlar's catalyst (22.5 mg) in tetrahydrofuran (9.2 ml) and methanol (1.8 ml) was stirred at room temperature under 1 atmosphere of hydrogen for 18 h. The catalyst was removed by filtration and the solvent evaporated under reduce pressure to yield the title compound in 60% yield. Starting materials: Brc1cnc(c(c1)O[C@@H](c1c(ccc(c1)F)C(=O)N(Cc1cn(nn1)CC)C)C)N. The reagents and catalysts are c1ccc(cc1)-c2c3ccccc3cc4ccccc24 (9-Phenylanthracene), C(=O)([O-])[O-].[K+].[K+] (K2CO3), c1(c(P(C(C)(C)C)C(C)(C)C)cccc1)c1c(cccc1)N(C)C (t-BuDavePhos), C(O[Pd]OC(C)=O)(C)=O (Pd(OAc)2). Run in CC(=O)N(C)C (DMAc). Conditions: temperature 100 celsius, time 18 hour. Product: CCn1nnc2CN(C)C(=O)c3ccc(F)cc3[C@@H](C)Oc4cc(cnc4N)c12. RXN SMILES: [CH3:1][CH2:2][n:3]1[n:29][n:28][c:5]([CH2:6][N:7]([C:9]([c:11]2[c:17]([C@H:18]([O:20][c:21]3[c:26]([NH2:27])[n:25][cH:24][c:23](Br)[cH:22]3)[CH3:19])[cH:16][c:14]([F:15])[cH:13][cH:12]2)=[O:10])[CH3:8])[cH:4]1>>[CH3:1][CH2:2][n:3]1[c:4]([c:5]2[n:28][n:29]1)[c:23]3[cH:22][c:21]([c:26]([NH2:27])[n:25][cH:24]3)[O:20][C@H:18]([CH3:19])[c:17]([c:11]4[C:9](=[O:10])[N:7]([CH3:8])[CH2:6]2)[cH:16][c:14]([F:15])[cH:13][cH:12]4. Reactants: ClCC(=O)NCC1=CC=C(C=C1)C1=CC2=C(N=CN=C2N[C@H](C)C2=CC=CC=C2)N1 (2-chloro-N-{4-[4-((R)-1-phenyl-ethylamino)-7H-pyrrolo[2,3-d]pyrimidin-6-yl]-benzyl}-acetamide), N1CCCCC1 (piperidine). Solvent: C(CCC)O (n-butanol). Conditions: temperature 100 celsius. Product: C1(=CC=CC=C1)[C@@H](C)NC=1C2=C(N=CN1)NC(=C2)C2=CC=C(CNC(CN1CCCCC1)=O)C=C2 (N-{4-[4-((R)-1-Phenyl-ethylamino)-7H-pyrrolo[2,3-d]pyrimidin-6-yl]-benzyl}-2-piperidin-1-yl-acetamide). Reaction SMILES: Cl[CH2:2][C:3]([NH:5][CH2:6][C:7]1[CH:12]=[CH:11][C:10]([C:13]2[NH:30][C:16]3[N:17]=[CH:18][N:19]=[C:20]([NH:21][C@@H:22]([C:24]4[CH:29]=[CH:28][CH:27]=[CH:26][CH:25]=4)[CH3:23])[C:15]=3[CH:14]=2)=[CH:9][CH:8]=1)=[O:4].[NH:31]1[CH2:36][CH2:35][CH2:34][CH2:33][CH2:32]1>C(O)CCC>[C:24]1([C@H:22]([NH:21][C:20]2[C:15]3[CH:14]=[C:13]([C:10]4[CH:11]=[CH:12][C:7]([CH2:6][NH:5][C:3](=[O:4])[CH2:2][N:31]5[CH2:36][CH2:35][CH2:34][CH2:33][CH2:32]5)=[CH:8][CH:9]=4)[NH:30][C:16]=3[N:17]=[CH:18][N:19]=2)[CH3:23])[CH:29]=[CH:28][CH:27]=[CH:26][CH:25]=1. Procedure: A mixture of 80 mg (0.19 mmol) 2-chloro-N-{4-[4-((R)-1-phenyl-ethylamino)-7H-pyrrolo[2,3-d]pyrimidin-6-yl]-benzyl}-acetamide in 1.5 ml n-butanol is treated with 47 μl (0.48 mmol) piperidine and then heated to 100° C. for 2 h. The clear solution is cooled and the solvent evaporated. The residue is purified with flash chromatography using a mixture of ethyl acetate/methanol with increasing concentrations of methanol starting with 100:2.5 and ending with 10:1. The title compound is obtained as a co... The reactants are CN(C)C=O (DMF), [OH-].[NH4+] (ammonium hydroxide), BrC=1C=CC(=NC1)N1N=C(C=C1C(F)(F)F)C(=O)N (1-(5-Bromopyridin-2-yl)-5-(trifluoromethyl)-1H-pyrazole-3-carboxamide), BrC=1C=CC(=NC1)N1N=C(C=C1C(F)(F)F)C(=O)O (1-(5-bromopyridin-2-yl)-5-(trifluoromethyl)-1H-pyrazole-3-carboxylic acid), C(C(=O)Cl)(=O)Cl (oxalyl chloride). Run in C(Cl)Cl (DCM). Reaction conditions: time 1 hour. The product is BrC=1C=CC(=NC1)N1N=C(C=C1C(F)(F)F)C1=NOC(N1C)=O (3-(1-(5-Bromopyridin-2-yl)-5-(trifluoromethyl)-1H-pyrazol-3-yl)-4-methyl-1,2,4-oxadiazol-5(4H)-one). Isolated yield 576.0%. Reaction SMILES: BrC1C=CC(N2C(C(F)(F)F)=CC(C(N)=O)=N2)=NC=1.[Br:20][C:21]1[CH:22]=[CH:23][C:24]([N:27]2[C:31]([C:32]([F:35])([F:34])[F:33])=[CH:30][C:29]([C:36](O)=O)=[N:28]2)=[N:25][CH:26]=1.C(Cl)(=O)C(Cl)=O.C[N:46]([CH:48]=[O:49])[CH3:47].[OH-:50].[NH4+:51]>C(Cl)Cl>[Br:20][C:21]1[CH:22]=[CH:23][C:24]([N:27]2[C:31]([C:32]([F:33])([F:34])[F:35])=[CH:30][C:29]([C:36]3[N:46]([CH3:47])[C:48](=[O:49])[O:50][N:51]=3)=[N:28]2)=[N:25][CH:26]=1 |f:4.5|. Procedure: Step-1: 1-(5-Bromopyridin-2-yl)-5-(trifluoromethyl)-1H-pyrazole-3-carboxamide: To a (0° C.) cooled solution of 1-(5-bromopyridin-2-yl)-5-(trifluoromethyl)-1H-pyrazole-3-carboxylic acid (5.0 g, 14.88 mmol) in DCM (50 mL) was added oxalyl chloride (3.91 mL, 44.6 mmol) followed by catalytic amount of DMF (0.14 mL, 1.78 mmol). The resulting mixture was stirred at room temperature for 1 h. The excess of oxalyl chloride was removed under vacuum and the residue was again diluted with DCM (100 mL). Aque... Reactants: [F-].C(CCC)[N+](CCCC)(CCCC)CCCC (tetra-n-butylammonium fluoride), solution, C[Si](C)(C)C#CC(O)C1=CC=CC=C1 (α-[(trimethylsilyl)ethynyl]-benzene-methanol). Solvent: O1CCCC1 (tetrahydrofuran), O1CCCC1 (tetrahydrofuran). Reaction conditions: temperature 0 celsius, time 1 hour. The product is C(#C)C(O)C1=CC=CC=C1 (α-(Ethynyl)-benzenemethanol). The yield is 81.3%. Reaction SMILES: C[Si]([C:5]#[C:6][CH:7]([C:9]1[CH:14]=[CH:13][CH:12]=[CH:11][CH:10]=1)[OH:8])(C)C.[F-].C([N+](CCCC)(CCCC)CCCC)CCC>O1CCCC1>[C:6]([CH:7]([C:9]1[CH:14]=[CH:13][CH:12]=[CH:11][CH:10]=1)[OH:8])#[CH:5] |f:1.2|. Reported procedure: Place a mixture of α-[(trimethylsilyl)ethynyl]-benzene-methanol (4.09 g, 20 mmol) and tetrahydrofuran (25 mL) under argon atmosphere and cool to 0° C. Add, by dropwise addition, tetra-n-butylammonium fluoride (25 mL of a 1M solution in tetrahydrofuran, 25 mmol). Allow to warm to room temperature and stir for 1 hour. Partition between ethyl ether and water. Separate the organic phase, wash with saturated aqueous sodium chloride and concentrate in vacuo. Purify by silica gel chromatography (15% et...